Task: describe an organic reaction: reactants, conditions, products, and yield. Dataset: the Open Reaction Database (ORD), a public repository of structured organic reaction records Reactants: CS(=O)(=O)N (methanesulfonamide), BrCCCCC(=O)Cl (5-bromovaleric acid chloride). Run in C(C)(=O)OCC (ethyl acetate). Conditions: temperature 87.5 celsius. Yields the product BrCCCCC(=O)NS(=O)(=O)C (5-bromo-N-(methylsulfonyl)pentanamide). The yield is 88.3%. As a reaction SMILES: [CH3:1][S:2]([NH2:5])(=[O:4])=[O:3].[Br:6][CH2:7][CH2:8][CH2:9][CH2:10][C:11](Cl)=[O:12]>C(OCC)(=O)C>[Br:6][CH2:7][CH2:8][CH2:9][CH2:10][C:11]([NH:5][S:2]([CH3:1])(=[O:4])=[O:3])=[O:12]. Procedure details: A mixture consisting of methanesulfonamide (4.76 g) and 5-bromovaleric acid chloride (10 g) was heated at 85-90° C. for one hour, was cooled to room temperature, and was diluted with ethyl acetate (75 mL). The solution was washed with water, brine, and dried over sodium sulfate. The solution was filtered and evaporated to 40 mL of solvent, then cooled to −15° C. A white precipitate formed, which was collected by filtration to afford the title intermediate (11.4 g, 88%) as a white solid; melting ... Yields the product CN1C(=NC2=C1C=CC(=C2)N(CC(=O)OC)S(=O)(=O)C=2C=CC=C1C=CC=NC21)COC2=CC=C(C=C2)C(N)=N (1-methyl-2-[(4-amidinophenyl)-oxymethyl]-5-[N-(methoxycarbonylmethyl)-quinoline-8-sulphonylamino)-benzimidazole). The reactants are CN1C(=NC2=C1C=CC(=C2)N(CC(=O)OC)S(=O)(=O)C=2C=CC=C1C=CC=NC21)COC2=CC=C(C=C2)C#N (1-methyl-2-[(4-cyanophenyl)-oxymethyl]-5-[N-(methoxycarbonylmethyl)-quinoline-8-sulphonylamino)-benzimidazole), Cl (hydrochloric acid), C([O-])([O-])=O.[NH4+].[NH4+] (ammonium carbonate). The solvent is CO (methanol). Reported procedure: Prepared analogously to Example 1e from 1-methyl-2-[(4-cyanophenyl)-oxymethyl]-5-[N-(methoxycarbonylmethyl)-quinoline-8-sulphonylamino)-benzimidazole and methanolic hydrochloric acid, methanol and ammonium carbonate. As a reaction SMILES: [CH3:1][N:2]1[C:6]2[CH:7]=[CH:8][C:9]([N:11]([S:17]([C:20]3[CH:21]=[CH:22][CH:23]=[C:24]4[C:29]=3[N:28]=[CH:27][CH:26]=[CH:25]4)(=[O:19])=[O:18])[CH2:12][C:13]([O:15][CH3:16])=[O:14])=[CH:10][C:5]=2[N:4]=[C:3]1[CH2:30][O:31][C:32]1[CH:37]=[CH:36][C:35]([C:38]#[N:39])=[CH:34][CH:33]=1.Cl.C(=O)([O-])[O-].[NH4+:45].[NH4+]>CO>[CH3:1][N:2]1[C:6]2[CH:7]=[CH:8][C:9]([N:11]([S:17]([C:20]3[CH:21]=[CH:22][CH:23]=[C:24]4[C:29]=3[N:28]=[CH:27][CH:26]=[CH:25]4)(=[O:19])=[O:18])[CH2:12][C:13]([O:15][CH3:16])=[O:14])=[CH:10][C:5]=2[N:4]=[C:3]1[CH2:30][O:31][C:32]1[CH:33]=[CH:34][C:35]([C:38](=[NH:45])[NH2:39])=[CH:36][CH:37]=1 |f:2.3.4|. The reactants are C([O-])([O-])=O.[K+].[K+] (Potassium carbonate), COC1=C(C=CC=C1)O (2-methoxy phenol), BrCC#N (bromoacetonitrile). Solvent: CC(=O)C (acetone), CC(=O)C (acetone). Product: C(#N)COC1=C(C=CC=C1)OC (2-Cyanomethoxyanisole). Isolated yield 84.2%. Reaction SMILES: C(=O)([O-])[O-].[K+].[K+].[CH3:7][O:8][C:9]1[CH:14]=[CH:13][CH:12]=[CH:11][C:10]=1[OH:15].Br[CH2:17][C:18]#[N:19]>CC(C)=O>[C:18]([CH2:17][O:15][C:10]1[CH:11]=[CH:12][CH:13]=[CH:14][C:9]=1[O:8][CH3:7])#[N:19] |f:0.1.2|. Reported procedure: Potassium carbonate (24 g) was added to a solution of of 2-methoxy phenol (18.94 g, 0.152 mol) in acetone (500 ml) at room temperature. A solution of bromoacetonitrile (17.43 g, 0.145 mol) in acetone (500 ml) was then added and the resulting suspension was heated at reflux for 10 h. The reaction vessel was then cooled and the solution was concentrated under reduced pressure and taken up into water (150 ml). Chloroform (250 ml) was added and the two layers separated. The organic phase was washed ... The reactants are C1(CCCCC1)NCCNC1CCCCC1 (N,N'-dicyclohexylethylenediamine), C(OCC)(=O)Cl (ethyl chlorocarbonate), [OH-].[Na+] (NaOH). The solvent is C(Cl)(Cl)Cl (chloroform). Yields the product C1(CCCCC1)N(CCN(C(=O)OCC)C1CCCCC1)C(=O)OCC (N,N'-dicyclohexyl-N,N'-bis(ethoxycarbonyl)-ethylenediamine). Reaction SMILES: [CH:1]1([NH:7][CH2:8][CH2:9][NH:10][CH:11]2[CH2:16][CH2:15][CH2:14][CH2:13][CH2:12]2)[CH2:6][CH2:5][CH2:4][CH2:3][CH2:2]1.[C:17](Cl)(=[O:21])[O:18][CH2:19][CH3:20].[OH-:23].[Na+]>C(Cl)(Cl)Cl>[CH:11]1([N:10]([C:17]([O:18][CH2:19][CH3:20])=[O:23])[CH2:9][CH2:8][N:7]([CH:1]2[CH2:2][CH2:3][CH2:4][CH2:5][CH2:6]2)[C:17]([O:18][CH2:19][CH3:20])=[O:21])[CH2:16][CH2:15][CH2:14][CH2:13][CH2:12]1 |f:2.3|. Procedure: The N,N'-dicyclohexyl-N,N'-bis(ethoxycarbonyl)-ethylenediamine (m.p. 108° C.) is prepared by reacting N,N'-dicyclohexylethylenediamine with ethyl chlorocarbonate in chloroform at 10°-20° C. in the presence of aqueous NaOH. The obtained product has a purity of 99.7% and is used directly. The reactants are C([O-])([O-])=O.[K+].[K+] (potassium carbonate), P(=O)(Cl)(Cl)Cl (phosphorus oxychloride), CN(C=O)C (N,N-dimethylformamide), CN(C=O)C (N,N-dimethylformamide), CC=1NC2=CC=C(C=C2C1)C#N (2-methyl-1H-indole-5-carbonitrile). Solvent: O (water). Conditions: time 15 minute. Yields the product C(=O)C1=C(NC2=CC=C(C=C12)C#N)C (3-formyl-2-methyl-1H-indole-5-carbonitrile). As a reaction SMILES: P(Cl)(Cl)(Cl)=O.CN(C)[CH:8]=[O:9].[CH3:11][C:12]1[NH:13][C:14]2[C:19]([CH:20]=1)=[CH:18][C:17]([C:21]#[N:22])=[CH:16][CH:15]=2.C(=O)([O-])[O-].[K+].[K+]>O>[CH:8]([C:20]1[C:19]2[C:14](=[CH:15][CH:16]=[C:17]([C:21]#[N:22])[CH:18]=2)[NH:13][C:12]=1[CH3:11])=[O:9] |f:3.4.5|. Procedure details: Under ice-cooling, 1.3 ml of phosphorus oxychloride was added to 7 ml of N,N-dimethylformamide at an inner temperature of from 10 to 20° C., followed by stirring at room temperature for 15 minutes. Under ice-cooling, 9 ml of an N,N-dimethylformamide solution of 2-methyl-1H-indole-5-carbonitrile was added to this solution at an inner temperature of from 10 to 20° C., followed by overnight stirring at room temperature. A 64 ml portion of water was added thereto at 0° C. and the pH was adjusted to ... Reactants: ClC=1N=NC(=CC1C(F)(F)F)Cl (3,6-Dichloro-4-trifluoromethylpyridazine), O.NN (hydrazine monohydrate). Run in O.C(C)#N (water ACN), O1CCOCC1 (dioxane). Reaction conditions: time 4 hour. Product: Cl.ClC1=CC(=C(N=N1)NN)C(F)(F)F ((6-chloro-4-trifluoromethylpyridazin-3-yl)hydrazine hydrochloride), Cl.ClC1=C(C=C(N=N1)NN)C(F)(F)F ((6-chloro-5-trifluoromethylpyridazin-3-yl)hydrazine hydrochloride). As a reaction SMILES: [Cl:1][C:2]1[N:3]=[N:4][C:5]([Cl:12])=[CH:6][C:7]=1[C:8]([F:11])([F:10])[F:9].O.[NH2:14][NH2:15]>O1CCOCC1.O.C(#N)C>[ClH:1].[Cl:12][C:5]1[N:4]=[N:3][C:2]([NH:14][NH2:15])=[C:7]([C:8]([F:11])([F:10])[F:9])[CH:6]=1.[ClH:1].[Cl:1][C:2]1[N:3]=[N:4][C:5]([NH:14][NH2:15])=[CH:6][C:7]=1[C:8]([F:11])([F:10])[F:9] |f:1.2,4.5,6.7,8.9|. Procedure: 3,6-Dichloro-4-trifluoromethylpyridazine (W4.004, 150 mg) was dissolved in dioxane (3 ml) and, after hydrazine monohydrate (100 μl) had been added, stirred at RT. After 4 h, the solvent was drawn off and the residue was dissolved in water/ACN and separated by means of preparative HPLC (met. D). The fractions, each of them clean, were combined, freed of the acetonitrile and freeze-dried. 87 mg of (6-chloro-4-trifluoromethylpyridazin-3-yl)hydrazine hydrochloride and 7 mg of (6-chloro-5-trifluorome... The reactants are CC(C)(C)OC(=O)n1c(CO)cc2c(C(=O)OCc3ccccc3)cccc21, O=C1NC(=O)c2ccccc21, CCOC(=O)N=NC(=O)OCC, C1CCOC1, c1ccc(P(c2ccccc2)c2ccccc2)cc1. Yields the product CC(C)(C)OC(=O)n1c(CN2C(=O)c3ccccc3C2=O)cc2c(C(=O)OCc3ccccc3)cccc21. Reaction SMILES: [C:1]([CH3:2])([CH3:3])([CH3:4])[O:5][C:6](=[O:7])[n:8]1[c:9]([CH2:27][OH:28])[cH:10][c:11]2[c:12]([C:17](=[O:18])[O:19][CH2:20][c:21]3[cH:22][cH:23][cH:24][cH:25][cH:26]3)[cH:13][cH:14][cH:15][c:16]12.[O:29]=[C:30]1[NH:31][C:32](=[O:33])[c:34]2[cH:35][cH:36][cH:37][cH:38][c:39]21.[O:59]=[C:60]([O:61][CH2:62][CH3:63])[N:64]=[N:65][C:66]([O:67][CH2:68][CH3:69])=[O:70].[O:71]1[CH2:72][CH2:73][CH2:74][CH2:75]1.[c:40]1([P:41]([c:42]2[cH:43][cH:44][cH:45][cH:46][cH:47]2)[c:48]2[cH:49][cH:50][cH:51][cH:52][cH:53]2)[cH:54][cH:55][cH:56][cH:57][cH:58]1>>[C:1]([CH3:2])([CH3:3])([CH3:4])[O:5][C:6](=[O:7])[n:8]1[c:9]([CH2:27][N:31]2[C:30](=[O:29])[c:39]3[c:34]([cH:35][cH:36][cH:37][cH:38]3)[C:32]2=[O:33])[cH:10][c:11]2[c:12]([C:17](=[O:18])[O:19][CH2:20][c:21]3[cH:22][cH:23][cH:24][cH:25][cH:26]3)[cH:13][cH:14][cH:15][c:16]12.